From a dataset of the Open Reaction Database (ORD), a public repository of structured organic reaction records. describe an organic reaction: reactants, conditions, products, and yield Starting materials: O=S(=O)(OCCC1(Br)CC1(Br)Br)c1ccccc1, [Li]C, CCOCC, O. Product: O=S(=O)(OCCC1=CC1)c1ccccc1. As a reaction SMILES: [Br:1][C:2]1([Br:17])[C:3]([CH2:5][CH2:6][O:7][S:8](=[O:9])(=[O:10])[c:11]2[cH:12][cH:13][cH:14][cH:15][cH:16]2)([Br:18])[CH2:4]1.[CH3:19][Li:20].[CH3:22][CH2:23][O:24][CH2:25][CH3:26].[OH2:21]>>[CH:2]1=[C:3]([CH2:5][CH2:6][O:7][S:8](=[O:9])(=[O:10])[c:11]2[cH:12][cH:13][cH:14][cH:15][cH:16]2)[CH2:4]1. Starting materials: Cl (hydrochloric acid), [OH-].[Na+] (sodium hydroxide), C(C)(C)(C)OC(=O)N1CCC(CC1)C1=NC=C(C(=O)OC)C=C1 (methyl 6-(1-(tert-butoxycarbonyl)piperidin-4-yl)nicotinate), Example 28-2. Run in C(C)O (ethanol). Reaction conditions: time 1 hour. The product is C(C)(C)(C)OC(=O)N1CCC(CC1)C1=NC=C(C(=O)O)C=C1 (6-(1-(tert-Butoxycarbonyl)piperidin-4-yl)nicotinic acid). The yield is 52.0%. As a reaction SMILES: [OH-].[Na+].[C:3]([O:7][C:8]([N:10]1[CH2:15][CH2:14][CH:13]([C:16]2[CH:25]=[CH:24][C:19]([C:20]([O:22]C)=[O:21])=[CH:18][N:17]=2)[CH2:12][CH2:11]1)=[O:9])([CH3:6])([CH3:5])[CH3:4].Cl>C(O)C>[C:3]([O:7][C:8]([N:10]1[CH2:11][CH2:12][CH:13]([C:16]2[CH:25]=[CH:24][C:19]([C:20]([OH:22])=[O:21])=[CH:18][N:17]=2)[CH2:14][CH2:15]1)=[O:9])([CH3:6])([CH3:4])[CH3:5] |f:0.1|. Reported procedure: A 2 M sodium hydroxide solution (20 mL) was added to a solution of methyl 6-(1-(tert-butoxycarbonyl)piperidin-4-yl)nicotinate described in Production Example 28-2 (1.07 g, 3.32 mmol) in ethanol (5 mL), and the mixture was stirred for 1 hour. 2 M hydrochloric acid was added to the reaction liquid at 0° C. The aqueous layer was extracted with ethyl acetate. The combined organic layer was washed with a saturated saline solution and then dried over anhydrous sodium sulfate. The drying agent was sepa... Starting materials: C(#N)C1(CCN(CC1)C1=C(C=C(C=C1)N1C(O[C@H](C1)CNC(C)=O)=O)F)O ((S)—N-{3-[4-(4-cyano-4-hydroxypiperidin-1-yl)-3-fluorophenyl]-2-oxo-oxazolidin-5-ylmethyl}-acetamide), S(O)(O)(=O)=O (sulfuric acid). The product is NC(=O)C1(CCN(CC1)C1=C(C=C(C=C1)N1C(O[C@H](C1)CNC(C)=O)=O)F)O ((S)—N-{3-[4-(4-Aminocarbonyl-4-hydroxy piperidin-1-yl)-3-fluorophenyl]-2-oxo-oxazolidin-5-ylmethyl}-acetamide). Yield: 62.0%. As a reaction SMILES: [C:1]([C:3]1([OH:27])[CH2:8][CH2:7][N:6]([C:9]2[CH:14]=[CH:13][C:12]([N:15]3[CH2:19][C@H:18]([CH2:20][NH:21][C:22](=[O:24])[CH3:23])[O:17][C:16]3=[O:25])=[CH:11][C:10]=2[F:26])[CH2:5][CH2:4]1)#[N:2].S(=O)(=O)(O)[OH:29]>>[NH2:2][C:1]([C:3]1([OH:27])[CH2:4][CH2:5][N:6]([C:9]2[CH:14]=[CH:13][C:12]([N:15]3[CH2:19][C@H:18]([CH2:20][NH:21][C:22](=[O:24])[CH3:23])[O:17][C:16]3=[O:25])=[CH:11][C:10]=2[F:26])[CH2:7][CH2:8]1)=[O:29]. Procedure: The compound was obtained by reacting (S)—N-{3-[4-(4-cyano-4-hydroxypiperidin-1-yl)-3-fluorophenyl]-2-oxo-oxazolidin-5-ylmethyl}-acetamide (12 mmol) with 95% aqueous sulfuric acid at a temperature 25° C. for 14 hours and purifying the compound by silica gel column chromatography in 62% yield. M.P. 238-40° C. and MS (M+1)=395 (MH+, 100%) for M.F.=C18H23FN4O5. Reactants: C(CCCN=C=O)CCN=C=O.C(CCCN=C=O)CCN=C=O.C(CCCN=C=O)CCN=C=O (hexamethylene diisocyanate trimer), COC1=CC=C(O)C=C1 (hydroquinone monomethyl ether), C(C=C)(=O)OCC(COC(C=C)=O)(COC(C=C)=O)CO (pentaerythritol triacrylate), C(CCCCCCCCCCC)(=O)[O-].C(CCCCCCCCCCC)(=O)[O-].C(CCC)[Sn+2]CCCC (dibutyltin dilaurate). Reaction conditions: time 5 hour. The product is C(C=C)(=O)O.NC(=O)OCC (urethane acrylate), C(CCCN=C=O)CCN=C=O.C(CCCN=C=O)CCN=C=O.C(CCCN=C=O)CCN=C=O (hexamethylene diisocyanate trimer), C(C=C)(=O)OCC(COC(C=C)=O)(COC(C=C)=O)CO (pentaerythritol triacrylate). Reaction SMILES: [C:1]([O:5][CH2:6][C:7]([CH2:20][OH:21])([CH2:14][O:15][C:16](=[O:19])[CH:17]=[CH2:18])[CH2:8][O:9][C:10](=[O:13])[CH:11]=[CH2:12])(=[O:4])[CH:2]=[CH2:3].C(CCN=C=O)[CH2:23][CH2:24][CH2:25][N:26]=[C:27]=[O:28].C(CCN=C=O)[CH2:35][CH2:36][CH2:37][N:38]=[C:39]=[O:40].C(CCN=C=O)[CH2:47][CH2:48][CH2:49][N:50]=[C:51]=[O:52].COC1C=CC(O)=CC=1.C([O-])(=O)CCCCCCCCCCC.C([O-])(=O)CCCCCCCCCCC.C([Sn+2]CCCC)CCC>>[C:1]([OH:5])(=[O:4])[CH:2]=[CH2:3].[NH2:26][C:1]([O:5][CH2:6][CH3:7])=[O:4].[CH2:18]([CH2:17][CH2:16][N:50]=[C:51]=[O:52])[CH2:35][CH2:36][CH2:37][N:38]=[C:39]=[O:40].[CH2:18]([CH2:17][CH2:16][N:38]=[C:39]=[O:40])[CH2:23][CH2:24][CH2:25][N:26]=[C:27]=[O:28].[CH2:18]([CH2:17][CH2:16][N:26]=[C:27]=[O:28])[CH2:47][CH2:48][CH2:49][N:50]=[C:51]=[O:52].[C:16]([O:15][CH2:14][C:7]([CH2:20][OH:21])([CH2:8][O:9][C:10](=[O:13])[CH:11]=[CH2:12])[CH2:6][O:5][C:1](=[O:4])[CH:2]=[CH2:3])(=[O:19])[CH:17]=[CH2:18] |f:1.2.3,5.6.7,8.9,10.11.12|. Procedure details: Into a 2-liter separable flask were put 1001 parts (3 mol) of pentaerythritol triacrylate, 540 parts (1 mol) of hexamethylene diisocyanate trimer, and 0.31 parts of hydroquinone monomethyl ether. With stirring, air was introduced into the liquid through a glass tube, and the liquid temperature was made to be 70° C. Thereto was added 0.31 parts of dibutyltin dilaurate and while the reaction temperature was adjusted to be between 70 and 80° C., reaction was performed for 5 hours to give a urethane... RXN SMILES: [Cl:1][c:2]1[s:3][c:4]([C:11](=[O:12])[O:13][CH2:14][CH3:15])[c:5]([C:7]([F:8])([F:9])[F:10])[n:6]1.[ClH:19].[Na+:17].[O:20]1[CH2:21][CH2:22][CH2:23][CH2:24]1.[OH-:16].[OH2:18]>>[Cl:1][c:2]1[s:3][c:4]([C:11](=[O:12])[OH:13])[c:5]([C:7]([F:8])([F:9])[F:10])[n:6]1. Reactants: CCOC(=O)c1sc(Cl)nc1C(F)(F)F, Cl, [Na+], C1CCOC1, [OH-], O. Product: O=C(O)c1sc(Cl)nc1C(F)(F)F. Starting materials: OB(O)O, CC(C)(C)OC(=O)N=[N+]=[N-], CC(N)C(=O)O, [Na+], [Na+], [Na+], [OH-], O, O, O, O, O, O, O, O, O, OB1O[B-]2(O)OB(O)O[B-](O)(O1)O2, NC(Cc1ccc(O)c(O)c1)C(=O)O, [OH]. Product: CC(C)(C)OC(=O)NC(Cc1ccc(O)c(O)c1)C(=O)O. Reaction SMILES: [B:40]([OH:41])([OH:42])[OH:43].[C:51]([CH3:52])([CH3:53])([CH3:54])[O:55][C:56](=[O:57])[N:58]=[N+:59]=[N-:60].[CH3:45][CH:46]([C:47](=[O:48])[OH:49])[NH2:50].[Na+:17].[Na+:18].[Na+:2].[OH-:1].[OH2:19].[OH2:20].[OH2:21].[OH2:22].[OH2:23].[OH2:24].[OH2:25].[OH2:26].[OH2:61].[OH:27][B:28]1[O:29][B-:30]2([OH:39])[O:31][B-:32]([OH:37])([O:33][B:34]([OH:36])[O:35]2)[O:38]1.[OH:3][c:4]1[cH:5][c:6]([CH2:11][CH:12]([NH2:13])[C:14](=[O:15])[OH:16])[cH:7][cH:8][c:9]1[OH:10].[OH:44]>>[OH:3][c:4]1[cH:5][c:6]([CH2:11][CH:12]([NH:13][C:56]([O:55][C:51]([CH3:52])([CH3:53])[CH3:54])=[O:57])[C:14](=[O:15])[OH:16])[cH:7][cH:8][c:9]1[OH:10]. The reactants are BrC=1C(=C(C=C(C1)C)C=1NC2=CC=C(C=C2C1CC1=CC=C(C=C1)[N+](=O)[O-])C(=N)N)O (2-(3-bromo-2-hydroxy-5-methyl-phenyl)-3-(4-nitro-benzyl)-1H-indole-5-carboxamidine), Cl[Sn]Cl (SnCl2). Run in Cl (HCl), Cl (HCl). Run at time 15 hour. Product: NC1=CC=C(CC2=C(NC3=CC=C(C=C23)C(=N)N)C2=C(C(=CC(=C2)C)Br)O)C=C1 (3-(4-amino-benzyl)-2-(3-bromo-2-hydroxy-5-methyl-phenyl)-1H-indole-5-carboxamidine). Yield: 40.0%. Reaction SMILES: [Br:1][C:2]1[C:3]([OH:31])=[C:4]([C:9]2[NH:10][C:11]3[C:16]([C:17]=2[CH2:18][C:19]2[CH:24]=[CH:23][C:22]([N+:25]([O-])=O)=[CH:21][CH:20]=2)=[CH:15][C:14]([C:28]([NH2:30])=[NH:29])=[CH:13][CH:12]=3)[CH:5]=[C:6]([CH3:8])[CH:7]=1.Cl[Sn]Cl>Cl>[NH2:25][C:22]1[CH:21]=[CH:20][C:19]([CH2:18][C:17]2[C:16]3[C:11](=[CH:12][CH:13]=[C:14]([C:28]([NH2:30])=[NH:29])[CH:15]=3)[NH:10][C:9]=2[C:4]2[CH:5]=[C:6]([CH3:8])[CH:7]=[C:2]([Br:1])[C:3]=2[OH:31])=[CH:24][CH:23]=1. Procedure: A mixture of 2-(3-bromo-2-hydroxy-5-methyl-phenyl)-3-(4-nitro-benzyl)-1H-indole-5-carboxamidine 203 (100 mgs, 0.2 mmol), SnCl2 (100 mgs) and 6N HCl is heated at reflux for 1 hr. The reaction is cooled, let stand for 12-18 h, and the residue is isolated. The residue is taken up in 0.1N HCl and purified by reverse phase HPLC (0.01%HCl/acetonitrile) with a 2-90% gradient to yield 42% of 3-(4-amino-benzyl)-2-(3-bromo-2-hydroxy-5-methyl-phenyl)-1H-indole-5-carboxamidine as a white solid (38 mgs, 0.08...